describe an organic reaction: reactants, conditions, products, and yield From a dataset of the Open Reaction Database (ORD), a public repository of structured organic reaction records. The reactants are ClC1(OC(NC2=C1C=C(C=C2)OC)=O)C(F)(F)F (4-chloro-6-methoxy-4-trifluoromethyl-1,4-dihydro-2H-3,1-benzoxazin-2-one), C#CCC (1-butyne), solution, [Li]CCCC (n-BuLi). Solvent: C1CCOC1 (THF), hexanes. Run at temperature -10 celsius, time 5 minute. Product: C(#CCC)C1(OC(NC2=C1C=C(C=C2)OC)=O)C(F)(F)F (4-(1-butynyl)-6-methoxy-4-trifluoromethyl-1,4-dihydro-2H-3,1-benzoxazin-2-one). Yield: 48.0%. RXN SMILES: C#CCC.[Li][CH2:6][CH2:7][CH2:8][CH3:9].Cl[C:11]1([C:24]([F:27])([F:26])[F:25])[C:16]2[CH:17]=[C:18]([O:21][CH3:22])[CH:19]=[CH:20][C:15]=2[NH:14][C:13](=[O:23])[O:12]1>C1COCC1>[C:6]([C:11]1([C:24]([F:26])([F:27])[F:25])[C:16]2[CH:17]=[C:18]([O:21][CH3:22])[CH:19]=[CH:20][C:15]=2[NH:14][C:13](=[O:23])[O:12]1)#[C:7][CH2:8][CH3:9]. Procedure: To a stirred, cooled(-78° C.) solution of 0.5 g(excess) of 1-butyne in 3 mL of anhydrous THF was added 1.6 mL(4.0 mmol) of a 2.5M solution of n-BuLi in hexanes over 3 min. The solution was stirred 5 min. and charged with 266 mg(1.00 mmol) of 4-chloro-6-methoxy-4-trifluoromethyl-1,4-dihydro-2H-3,1-benzoxazin-2-one as a single portion. The solution was warmed to -10° C. over 20 min., whereupon it was quenched with 20% aqueous citric acid. The mixture was extracted with ether, and the organic extra... Starting materials: [H-].[Na+] (NaH), CN1CCCN(C1=O)C (DMPU), C1(=CC=C(C=C1)S(=O)(=O)OCCCC(CC(C=CC(=C)C)O)C)C (6-hydroxy-4,9-dimethyl-7,9-decadienyl p-toluenesulfonate). Solvent: C(OC)COC (monoglyme), C(OC)COC (monoglyme). Product: CC1CC(OCCC1)\C=C\C(=C)C ((E)-4-methyl-2-(3-methyl-1,3-butadienyl)oxepane). Reaction SMILES: [H-].[Na+].CN1C(=O)N(C)CCC1.C1(C)C=CC(S(O[CH2:22][CH2:23][CH2:24][CH:25]([CH3:34])[CH2:26][CH:27]([OH:33])[CH:28]=[CH:29][C:30]([CH3:32])=[CH2:31])(=O)=O)=CC=1>C(COC)OC>[CH3:34][CH:25]1[CH2:24][CH2:23][CH2:22][O:33][CH:27](/[CH:28]=[CH:29]/[C:30]([CH3:32])=[CH2:31])[CH2:26]1 |f:0.1|. Procedure: The procedure described in Example 1 h) was carried on with 2.68 g of NaH (111 mmole) in 130 ml of monoglyme, 3.80 ml of DMPU (31.6 mmole) and 8.52 g (24 mmole) of the above-mentioned p-toluenesulfonate in monoglyme (130 ml). After purification of 5.1 g of crude product, 3.0 g of a more than 98% pure mixture, containing two diastereoisomeric forms (ca. 1:1) of (E)-4-methyl-2-(3-methyl-1,3-butadienyl)oxepane were obtained. P.b. 111°-112°/14.67×102Pa; yield: 69%. Reactants: Nc1cccc(Cl)c1C(=O)O, Cl, Cl, O=N[O-], [Na+], O. The product is O=C(O)c1c(O)cccc1Cl. As a reaction SMILES: [Cl:2][c:3]1[cH:4][cH:5][cH:6][c:7]([NH2:12])[c:8]1[C:9](=[O:10])[OH:11].[ClH:13].[ClH:1].[N:14](=[O:15])[O-:16].[Na+:17].[OH2:18]>>[Cl:2][c:3]1[cH:4][cH:5][cH:6][c:7]([OH:15])[c:8]1[C:9](=[O:10])[OH:11]. Starting materials: CC(C)(C)NS(=O)(=O)c1ccc(Cl)s1, C1CCOC1, [Li]CCCC, CCCCCC, O=S(=O)(c1ccccc1)N(F)S(=O)(=O)c1ccccc1. Reaction SMILES: [C:6]([CH3:7])([CH3:8])([CH3:9])[NH:10][S:11](=[O:12])(=[O:13])[c:14]1[s:15][c:16]([Cl:19])[cH:17][cH:18]1.[CH2:1]1[O:2][CH2:3][CH2:4][CH2:5]1.[CH2:20]([Li:21])[CH2:22][CH2:23][CH3:24].[CH3:45][CH2:46][CH2:47][CH2:48][CH2:49][CH3:50].[c:25]1([S:26]([N:27]([S:28]([c:29]2[cH:30][cH:31][cH:32][cH:33][cH:34]2)(=[O:36])=[O:37])[F:35])(=[O:38])=[O:39])[cH:40][cH:41][cH:42][cH:43][cH:44]1>>[C:6]([CH3:7])([CH3:8])([CH3:9])[NH:10][S:11](=[O:12])(=[O:13])[c:14]1[s:15][c:16]([Cl:19])[cH:17][c:18]1[F:35]. Product: CC(C)(C)NS(=O)(=O)c1sc(Cl)cc1F. The reactants are OCCCCCCNCC(O)C1=CC=CC=C1 (2-(6-hydroxy-1-hexylamino)-1-phenylethanol), C1(=CC=CC=C1)CC(=O)O (phenylacetic acid), C(C)(=O)OCC.CO (ethyl acetate methanol). The product is C(C)(=O)OC1=C(C=CC=C1)CCCCCCNCC(C1=CC=CC=C1)O.C(C(=O)[O-])(=O)[O-] ([6-(2-Hydroxy-2-phenylethylamino)-1-hexyl]phenyl acetate oxalate). As a reaction SMILES: [OH:1][CH2:2][CH2:3][CH2:4][CH2:5][CH2:6][CH2:7][NH:8][CH2:9][CH:10]([C:12]1[CH:17]=[CH:16][CH:15]=[CH:14][CH:13]=1)[OH:11].[C:18]1(C[C:25]([OH:27])=[O:26])[CH:23]=[CH:22][CH:21]=[CH:20][CH:19]=1.[C:28]([O:31]CC)(=[O:30])[CH3:29].[CH3:34][OH:35]>>[C:28]([O:31][C:18]1[CH:19]=[CH:20][CH:21]=[CH:22][C:23]=1[CH2:2][CH2:3][CH2:4][CH2:5][CH2:6][CH2:7][NH:8][CH2:9][CH:10]([OH:11])[C:12]1[CH:17]=[CH:16][CH:15]=[CH:14][CH:13]=1)(=[O:30])[CH3:29].[C:25]([O-:27])(=[O:26])[C:34]([O-:1])=[O:35] |f:2.3,4.5|. Procedure details: According to method II from 2-(6-hydroxy-1-hexylamino)-1-phenylethanol and phenylacetic acid. Working up by means of chromatography (ethyl acetate/methanol 1:1). Recrystallized as the oxalate from acetone. Melting point: 116°-121° C.